This data is from the Open Reaction Database (ORD), a public repository of structured organic reaction records. The task is: describe an organic reaction: reactants, conditions, products, and yield The solvent is CN(C=O)C (N,N-dimethylformamide), C(C)(=O)OCC (ethyl acetate). Reaction conditions: time 5 minute. The product is CC1(OB(OC1(C)C)C=1C=NN(C1)CC(=O)OC(C)(C)C)C (tert-Butyl [4-(4,4,5,5-tetramethyl-1,3,2-dioxaborolan-2-yl)-1H-pyrazol-1-yl]acetate). RXN SMILES: CC(C)([O-])C.[K+].C1COCC1.[CH3:12][C:13]1([CH3:25])[C:17]([CH3:19])([CH3:18])[O:16][B:15]([C:20]2[CH:21]=[N:22][NH:23][CH:24]=2)[O:14]1.Br[CH2:27][C:28]([O:30][C:31]([CH3:34])([CH3:33])[CH3:32])=[O:29]>CN(C)C=O.C(OCC)(=O)C>[CH3:12][C:13]1([CH3:25])[C:17]([CH3:18])([CH3:19])[O:16][B:15]([C:20]2[CH:24]=[N:23][N:22]([CH2:27][C:28]([O:30][C:31]([CH3:34])([CH3:33])[CH3:32])=[O:29])[CH:21]=2)[O:14]1 |f:0.1|. Starting materials: BrCC(=O)OC(C)(C)C (t-butyl bromoacetate), CC(C)([O-])C.[K+] (Potassium tert-butoxide), C1CCOC1 (THF), CC1(OB(OC1(C)C)C=1C=NNC1)C (4-(4,4,5,5-tetramethyl-1,3,2-dioxaborolan-2-yl)-1H-pyrazole). Reported procedure: 1.0 M Potassium tert-butoxide in THF (2.4 mL, 2.4 mmol) was added to a solution of 4-(4,4,5,5-tetramethyl-1,3,2-dioxaborolan-2-yl)-1H-pyrazole (0.39 g, 2.0 mmol) in N,N-dimethylformamide (6.0 mL) at 0° C. The reaction mixture was stirred at room temperature for 5 min. After cooled to 0° C., to the mixture was added t-butyl bromoacetate (0.5 mL, 3 mmol). The reaction was stirred at room temperature for 2 h, then diluted with ethyl acetate, washed with sat. NaHCO3, water, brine, dried over Na2SO4,... Procedure details: To a suspension of 9-amino-1,2,3,4-tetrahydroacridin-1-ol (7.55 g) in 40 ml of 2-bromoethanol was added 9.9 ml of trifluoroacetic acid. The reaction mixture was stirred at ambient temperature for 18 hrs, added to iced sodium hydroxide solution, and the mixture was extracted with ethyl acetate. The combined organic extracts were washed with water, saturated sodium chloride solution, dried over anhydrous magnesium sulfate, filtered, and evaporated. The residue was purified by flash chromatography ... RXN SMILES: [NH2:1][C:2]1[C:3]2[C:8]([N:9]=[C:10]3[C:15]=1[CH:14]([OH:16])[CH2:13][CH2:12][CH2:11]3)=[CH:7][CH:6]=[CH:5][CH:4]=2.FC(F)(F)C(O)=O.[OH-].[Na+].[Br:26][CH2:27][CH2:28]O>>[Br:26][CH2:27][CH2:28][O:16][CH:14]1[C:15]2[C:10](=[N:9][C:8]3[C:3]([C:2]=2[NH2:1])=[CH:4][CH:5]=[CH:6][CH:7]=3)[CH2:11][CH2:12][CH2:13]1 |f:2.3|. The reactants are FC(C(=O)O)(F)F (trifluoroacetic acid), NC=1C2=CC=CC=C2N=C2CCCC(C12)O (9-amino-1,2,3,4-tetrahydroacridin-1-ol), BrCCO (2-bromoethanol), [OH-].[Na+] (sodium hydroxide). Isolated yield 67.0%. The product is BrCCOC1CCCC2=NC3=CC=CC=C3C(=C12)N (1-[(2-Bromoethyl)oxy]-1,2,3,4-tetrahydro-9-acridinamine). Run at time 18 hour. Reactants: C=CC(=O)NC(C)(C)C, CO, ClCCl, COCC1OC(n2cnc3c(NCC(c4ccccc4)c4ccccc4)nc(CN)nc32)C(O)C1O. Yields the product COCC1OC(n2cnc3c(NCC(c4ccccc4)c4ccccc4)nc(CNCCC(=O)NC(C)(C)C)nc32)C(O)C1O. RXN SMILES: [C:37]([CH3:38])([CH3:39])([CH3:40])[NH:41][C:42]([CH:43]=[CH2:44])=[O:45].[CH3:46][OH:47].[Cl:48][CH2:49][Cl:50].[NH2:1][CH2:2][c:3]1[n:4][c:5]([NH:22][CH2:23][CH:24]([c:25]2[cH:26][cH:27][cH:28][cH:29][cH:30]2)[c:31]2[cH:32][cH:33][cH:34][cH:35][cH:36]2)[c:6]2[n:7][cH:8][n:9]([CH:12]3[O:13][CH:14]([CH2:19][O:20][CH3:21])[CH:15]([OH:18])[CH:16]3[OH:17])[c:10]2[n:11]1>>[NH:1]([CH2:2][c:3]1[n:4][c:5]([NH:22][CH2:23][CH:24]([c:25]2[cH:26][cH:27][cH:28][cH:29][cH:30]2)[c:31]2[cH:32][cH:33][cH:34][cH:35][cH:36]2)[c:6]2[n:7][cH:8][n:9]([CH:12]3[O:13][CH:14]([CH2:19][O:20][CH3:21])[CH:15]([OH:18])[CH:16]3[OH:17])[c:10]2[n:11]1)[CH2:44][CH2:43][C:42]([NH:41][C:37]([CH3:38])([CH3:39])[CH3:40])=[O:45]. The reactants are CCO, O=C(OCc1ccccc1)N1CCC(c2cc(-c3ccccc3)n[nH]c2=O)CC1, [Pd]. Product: O=c1[nH]nc(-c2ccccc2)cc1C1CCNCC1. As a reaction SMILES: [CH3:30][CH2:31][OH:32].[O:1]=[c:2]1[nH:3][n:4][c:5](-[c:24]2[cH:25][cH:26][cH:27][cH:28][cH:29]2)[cH:6][c:7]1[CH:8]1[CH2:9][CH2:10][N:11]([C:14]([O:15][CH2:16][c:17]2[cH:18][cH:19][cH:20][cH:21][cH:22]2)=[O:23])[CH2:12][CH2:13]1.[Pd:33]>>[O:1]=[c:2]1[nH:3][n:4][c:5](-[c:24]2[cH:25][cH:26][cH:27][cH:28][cH:29]2)[cH:6][c:7]1[CH:8]1[CH2:9][CH2:10][NH:11][CH2:12][CH2:13]1. The reactants are Cc1ccccc1, CCCCCC, CC(C)N, C[Si](C)(C)c1cccc(Cl)c1C(=O)N=C=O. The product is CC(C)NC(=O)NC(=O)c1c(Cl)cccc1[Si](C)(C)C. As a reaction SMILES: [CH3:21][c:22]1[cH:23][cH:24][cH:25][cH:26][cH:27]1.[CH3:28][CH2:29][CH2:30][CH2:31][CH2:32][CH3:33].[CH:17]([CH3:18])([CH3:19])[NH2:20].[Cl:1][c:2]1[c:3]([C:4](=[O:5])[N:6]=[C:7]=[O:8])[c:9]([Si:13]([CH3:14])([CH3:15])[CH3:16])[cH:10][cH:11][cH:12]1>>[Cl:1][c:2]1[c:3]([C:4](=[O:5])[NH:6][C:7](=[O:8])[NH:20][CH:17]([CH3:18])[CH3:19])[c:9]([Si:13]([CH3:14])([CH3:15])[CH3:16])[cH:10][cH:11][cH:12]1. Procedure details: A solution of N5-(3-(4-(bis(4-methoxybenzyl)amino)-6-methyl-1,3,5-triazin-2-yl)pyridin-2-yl)pyridine-2,5-diamine (Example 190, Step 4, 0.156 g, 0.293 mmol) and 3-fluorophenyl isocyanate (0.084 mL, 0.73 mmol) in THF (3 mL) was stirred at rt for 5 h. The resulting precipitate was collected to give 1-(5-(3-(4-(bis(4-methoxybenzyl)amino)-6-methyl-1,3,5-triazin-2-yl)pyridin-2-ylamino)pyridin-2-yl)-3-(3-fluorophenyl)urea (0.0707 g) as a yellow solid. The filtrate and wash were concentrated and purifie... As a reaction SMILES: [CH3:1][O:2][C:3]1[CH:40]=[CH:39][C:6]([CH2:7][N:8]([CH2:30][C:31]2[CH:36]=[CH:35][C:34]([O:37][CH3:38])=[CH:33][CH:32]=2)[C:9]2[N:14]=[C:13]([CH3:15])[N:12]=[C:11]([C:16]3[C:17]([NH:22][C:23]4[CH:24]=[CH:25][C:26]([NH2:29])=[N:27][CH:28]=4)=[N:18][CH:19]=[CH:20][CH:21]=3)[N:10]=2)=[CH:5][CH:4]=1.[F:41][C:42]1[CH:43]=[C:44]([N:48]=[C:49]=[O:50])[CH:45]=[CH:46][CH:47]=1>C1COCC1>[CH3:1][O:2][C:3]1[CH:4]=[CH:5][C:6]([CH2:7][N:8]([CH2:30][C:31]2[CH:32]=[CH:33][C:34]([O:37][CH3:38])=[CH:35][CH:36]=2)[C:9]2[N:14]=[C:13]([CH3:15])[N:12]=[C:11]([C:16]3[C:17]([NH:22][C:23]4[CH:24]=[CH:25][C:26]([NH:29][C:49]([NH:48][C:44]5[CH:45]=[CH:46][CH:47]=[C:42]([F:41])[CH:43]=5)=[O:50])=[N:27][CH:28]=4)=[N:18][CH:19]=[CH:20][CH:21]=3)[N:10]=2)=[CH:39][CH:40]=1. Run in C1CCOC1 (THF). Isolated yield 35.9%. Yields the product COC1=CC=C(CN(C2=NC(=NC(=N2)C)C=2C(=NC=CC2)NC=2C=CC(=NC2)NC(=O)NC2=CC(=CC=C2)F)CC2=CC=C(C=C2)OC)C=C1 (1-(5-(3-(4-(bis(4-methoxybenzyl)amino)-6-methyl-1,3,5-triazin-2-yl)pyridin-2-ylamino)pyridin-2-yl)-3-(3-fluorophenyl)urea). Starting materials: COC1=CC=C(CN(C2=NC(=NC(=N2)C)C=2C(=NC=CC2)NC=2C=CC(=NC2)N)CC2=CC=C(C=C2)OC)C=C1 (N5-(3-(4-(bis(4-methoxybenzyl)amino)-6-methyl-1,3,5-triazin-2-yl)pyridin-2-yl)pyridine-2,5-diamine), FC=1C=C(C=CC1)N=C=O (3-fluorophenyl isocyanate).